Dataset: the Open Reaction Database (ORD), a public repository of structured organic reaction records. Task: describe an organic reaction: reactants, conditions, products, and yield Starting materials: C(#N)[BH3-].[Na+] (sodium cyanoborohydride), C(C1=CC=CC=C1)=O (benzaldehyde), C(C)(C)(C)OC(=O)N1C[C@H]([C@@H](CC1)N)O (racemic trans-4-amino-3-hydroxy-piperidine-1-carboxylic acid tert-butyl ester), C(C)(=O)O (acetic acid). Run in C(C)O (ethanol). Conditions: time 30 minute. The product is C(C)(C)(C)OC(=O)N1C[C@H]([C@@H](CC1)NCC1=CC=CC=C1)O (Rac trans-4-Benzylamino-3-hydroxy-piperidine-1-carboxylic acid tert-butyl ester). Isolated yield 48.5%. As a reaction SMILES: [CH:1](=O)[C:2]1[CH:7]=[CH:6][CH:5]=[CH:4][CH:3]=1.[C:9]([O:13][C:14]([N:16]1[CH2:21][CH2:20][C@@H:19]([NH2:22])[C@H:18]([OH:23])[CH2:17]1)=[O:15])([CH3:12])([CH3:11])[CH3:10].C(O)(=O)C.C([BH3-])#N.[Na+]>C(O)C>[C:9]([O:13][C:14]([N:16]1[CH2:21][CH2:20][C@@H:19]([NH:22][CH2:1][C:2]2[CH:7]=[CH:6][CH:5]=[CH:4][CH:3]=2)[C@H:18]([OH:23])[CH2:17]1)=[O:15])([CH3:12])([CH3:10])[CH3:11] |f:3.4|. Reported procedure: Add benzaldehyde (0.24 mol, 26.3 g) to a solution of racemic trans-4-amino-3-hydroxy-piperidine-1-carboxylic acid tert-butyl ester (0.24 mol, 53.7 g), and acetic acid (92 mL) in ethanol (400 mL) and stir the reaction mixture at room temperature for 30 min. Add sodium cyanoborohydride (0.49 mol, 31.2 g) and stir the reaction mixture for 3 h. Quench the reaction mixture with sodium bicarbonate solution and extract with dichloromethane. Dry the organic layer over anhydrous sodium sulfate, filter, a... The reactants are CC1(C(C1(C)C)C(=O)Cl)C (2,2,3,3-tetramethylcyclopropanecarbonyl chloride), C1(=CC=CC=C1)C1=C2CC(CC2=CC=C1)O ((+)-4-phenyl-2-indanol), N1=CC=CC=C1 (pyridine). Solvent: C1(=CC=CC=C1)C (toluene). The product is CC1(C(C1(C)C)C(=O)OC1CC2=CC=CC(=C2C1)C1=CC=CC=C1)C ((+)-4-phenyl-2-indanyl 2,2,3,3-tetramethylcyclopropanecarboxylate). The yield is 63.2%. RXN SMILES: [CH3:1][C:2]1([CH3:10])[C:4]([CH3:6])([CH3:5])[CH:3]1[C:7](Cl)=[O:8].[C:11]1([C:17]2[CH:25]=[CH:24][CH:23]=[C:22]3[C:18]=2[CH2:19][CH:20]([OH:26])[CH2:21]3)[CH:16]=[CH:15][CH:14]=[CH:13][CH:12]=1.N1C=CC=CC=1>C1(C)C=CC=CC=1>[CH3:1][C:2]1([CH3:10])[C:4]([CH3:6])([CH3:5])[CH:3]1[C:7]([O:26][CH:20]1[CH2:19][C:18]2[C:22](=[CH:23][CH:24]=[CH:25][C:17]=2[C:11]2[CH:16]=[CH:15][CH:14]=[CH:13][CH:12]=2)[CH2:21]1)=[O:8]. Reported procedure: In a manner similar to Example 12A, the reaction of 1.09 g (0.007 mole) of 2,2,3,3-tetramethylcyclopropanecarbonyl chloride and 1.5 g (0.007 mole) of (+)-4-phenyl-2-indanol (EE≥95%) in the presence of 0.7 g (0.009 mole) of pyridine and 20 ml of toluene gave 1.48 g of (+)-4-phenyl-2-indanyl 2,2,3,3-tetramethylcyclopropanecarboxylate, EE≥95%. The nmr spectrum was consistent with the proposed structure. The reactants are BrC=1C=C2C=CC(=NC2=CC1)C(=O)OCC (ethyl 6-bromo-2-quinolinecarboxylate), OC1=CC=C(C=C1)B(O)O (4-hydroxy-phenyl-boronic acid), C1(=CC=CC=C1)P(C1=CC=CC=C1)C1=CC=CC=C1 (triphenylphosphine), P(=O)([O-])([O-])[O-].[K+].[K+].[K+] (potassium phosphate). Reagents/catalysts: C(C)(=O)[O-].[Pd+2].C(C)(=O)[O-] (Palladium(II)acetate). The solvent is C(C)(=O)OCC (ethyl acetate), O (water), O1CCOCC1 (dioxane), O (Water). Conditions: temperature 60 celsius. Yields the product OC1=CC=C(C=C1)C=1C=C2C=CC(=NC2=CC1)C(=O)OCC (ethyl 6-(4-hydroxyphenyl)-2-quinolinecarboxylate). The yield is 58.4%. RXN SMILES: Br[C:2]1[CH:3]=[C:4]2[C:9](=[CH:10][CH:11]=1)[N:8]=[C:7]([C:12]([O:14][CH2:15][CH3:16])=[O:13])[CH:6]=[CH:5]2.[OH:17][C:18]1[CH:23]=[CH:22][C:21](B(O)O)=[CH:20][CH:19]=1.C1(P(C2C=CC=CC=2)C2C=CC=CC=2)C=CC=CC=1.P([O-])([O-])([O-])=O.[K+].[K+].[K+]>C([O-])(=O)C.[Pd+2].C([O-])(=O)C.C(OCC)(=O)C.O.O1CCOCC1>[OH:17][C:18]1[CH:23]=[CH:22][C:21]([C:2]2[CH:3]=[C:4]3[C:9](=[CH:10][CH:11]=2)[N:8]=[C:7]([C:12]([O:14][CH2:15][CH3:16])=[O:13])[CH:6]=[CH:5]3)=[CH:20][CH:19]=1 |f:3.4.5.6,7.8.9|. Procedure details: Palladium(II)acetate (17.1 mg, 76.0 μmol) was added to ethyl 6-bromo-2-quinolinecarboxylate (426.0 mg, 1.52 mmol, from Example 32c), 4-hydroxy-phenyl-boronic acid (314.6 mg, 2.28 mmol), triphenylphosphine (39.9 mg, 152.1 μmol), and potassium phosphate (1.13 g, 5.32 mmol). Then, dioxane (7.6 mL) was added to the mixture, followed by water (152 μL), and the reaction mixture was heated open to the atmosphere at 60° C. in an oil bath for 16 hours, then allowed to cool to room temperature. Water was ...